From a dataset of the Open Reaction Database (ORD), a public repository of structured organic reaction records. describe an organic reaction: reactants, conditions, products, and yield The product is C(C)OC(=O)C1(CN(CCC1)C(=O)OC(C)(C)C)C(C[N+](=O)[O-])C=1C=NC=CC1 (3-(2-Nitro-1-pyridin-3-yl-ethyl)-piperidine-1,3-dicarboxylic acid 1-tert-butyl ester 3-ethyl ester). Procedure details: To a cooled (−78° C.) solution of ethyl-1-BOC-3-piperidinecarboxylate (1.53 g, 10.20 mmol) in THF (15 ml) was added dropwise 2M LDA in heptane, THF, and ethylbenzene (5.34 ml, 10.69 mmol) and the resulting mixture was allowed to warm to −40° C. over 1 h and then cooled back to −78° C. A solution of 3-(2-nitroethenyl)pyridine (1.53 g, 10.20 mmol) in DMF (5 ml) was added dropwise and the reaction mixture was allowed to warm to RT over 1 h. The reaction was quenched with NH4Cl saturated aqueous sol... Solvent: CN(C)C=O (DMF), CCCCCCC (heptane), C1CCOC1 (THF), C1CCOC1 (THF). Starting materials: [N+](=O)([O-])C=CC=1C=NC=CC1 (3-(2-nitroethenyl)pyridine), [Li+].CC(C)[N-]C(C)C (LDA), C(C)C1=CC=CC=C1 (ethylbenzene), C(C)OC(=O)C1CN(CCC1)C(=O)OC(C)(C)C (ethyl-1-BOC-3-piperidinecarboxylate). Reaction conditions: temperature -40 celsius. As a reaction SMILES: [CH2:1]([O:3][C:4]([CH:6]1[CH2:11][CH2:10][CH2:9][N:8]([C:12]([O:14][C:15]([CH3:18])([CH3:17])[CH3:16])=[O:13])[CH2:7]1)=[O:5])[CH3:2].[Li+].CC([N-]C(C)C)C.C(C1C=CC=CC=1)C.[N+:35]([CH:38]=[CH:39][C:40]1[CH:41]=[N:42][CH:43]=[CH:44][CH:45]=1)([O-:37])=[O:36]>C1COCC1.CCCCCCC.CN(C=O)C>[CH2:1]([O:3][C:4]([C:6]1([CH:39]([C:40]2[CH:41]=[N:42][CH:43]=[CH:44][CH:45]=2)[CH2:38][N+:35]([O-:37])=[O:36])[CH2:11][CH2:10][CH2:9][N:8]([C:12]([O:14][C:15]([CH3:17])([CH3:16])[CH3:18])=[O:13])[CH2:7]1)=[O:5])[CH3:2] |f:1.2|. The reactants are C(C)OC(C)=O (Ethylacetate), C(C)OC(C(CP(=O)(CCCC1=CC=CC=C1)O)CC=1C=NC(=CC1)NC(=O)OC(C)(C)C)=O (2-(6-tert-butoxycarbonylamino-pyridin-3-ylmethyl)-3-[hydroxy-(3-phenyl-propyl)-phosphinoyl]-propionic acid ethyl ester), [Li+].[OH-] (LiOH). Solvent: CC#N (MeCN), O (H2O). Reaction conditions: temperature 20 celsius, time 1.5 hour. The product is C(C)(C)(C)OC(=O)NC1=CC=C(C=N1)CC(C(=O)O)CP(=O)(CCCC1=CC=CC=C1)O (2-(6-tert-butoxycarbonylamino-pyridin-3-ylmethyl)-3-[hydroxy-(3-phenyl-propyl)-phosphinoyl]-propionic acid). Yield: 76.9%. As a reaction SMILES: C([O:3][C:4](=[O:34])[CH:5]([CH2:19][C:20]1[CH:21]=[N:22][C:23]([NH:26][C:27]([O:29][C:30]([CH3:33])([CH3:32])[CH3:31])=[O:28])=[CH:24][CH:25]=1)[CH2:6][P:7]([OH:18])([CH2:9][CH2:10][CH2:11][C:12]1[CH:17]=[CH:16][CH:15]=[CH:14][CH:13]=1)=[O:8])C.[Li+].[OH-].C(OC(=O)C)C>CC#N.O>[C:30]([O:29][C:27]([NH:26][C:23]1[N:22]=[CH:21][C:20]([CH2:19][CH:5]([CH2:6][P:7]([OH:18])([CH2:9][CH2:10][CH2:11][C:12]2[CH:13]=[CH:14][CH:15]=[CH:16][CH:17]=2)=[O:8])[C:4]([OH:34])=[O:3])=[CH:25][CH:24]=1)=[O:28])([CH3:33])([CH3:31])[CH3:32] |f:1.2|. Procedure: To a solution of 2-(6-tert-butoxycarbonylamino-pyridin-3-ylmethyl)-3-[hydroxy-(3-phenyl-propyl)-phosphinoyl]-propionic acid ethyl ester (0.240 g 0.489 mmol) in MeCN (3 mL) was added a solution of LiOH (0.059 g 2.45 mmol) in H2O (3 mL). The mixture was then stirred at 20° C. for 1.5 hours. Ethylacetate was added and the mixture was washed with 1 M HCL and brine and filtered to give 2-(6-tert-butoxycarbonylamino-pyridin-3-ylmethyl)-3-[hydroxy-(3-phenyl-propyl)-phosphinoyl]-propionic acid (0.174 g,...